The task is: describe an organic reaction: reactants, conditions, products, and yield. This data is from the Open Reaction Database (ORD), a public repository of structured organic reaction records. Reactants: O=C1CCC(=O)N1Br, N#Cc1nn(-c2c(Cl)cc(C(F)(F)F)cc2Cl)cc1O, ClC(Cl)Cl. Yields the product N#Cc1nn(-c2c(Cl)cc(C(F)(F)F)cc2Cl)c(Br)c1O. As a reaction SMILES: [Br:21][N:22]1[C:23](=[O:24])[CH2:25][CH2:26][C:27]1=[O:28].[C:1](#[N:2])[c:3]1[n:4][n:5](-[c:9]2[c:10]([Cl:20])[cH:11][c:12]([C:16]([F:17])([F:18])[F:19])[cH:13][c:14]2[Cl:15])[cH:6][c:7]1[OH:8].[CH:29]([Cl:30])([Cl:31])[Cl:32]>>[C:1](#[N:2])[c:3]1[n:4][n:5](-[c:9]2[c:10]([Cl:20])[cH:11][c:12]([C:16]([F:17])([F:18])[F:19])[cH:13][c:14]2[Cl:15])[c:6]([Br:21])[c:7]1[OH:8].